The task is: describe an organic reaction: reactants, conditions, products, and yield. This data is from the Open Reaction Database (ORD), a public repository of structured organic reaction records. Reactants: COC(=O)C1CCC(=O)N1Cc1ccc(OC)cc1, [Na+], [OH-], O. Product: COc1ccc(CN2C(=O)CCC2C(=O)O)cc1. RXN SMILES: [CH3:3][O:4][c:5]1[cH:6][cH:7][c:8]([CH2:11][N:12]2[C:13](=[O:21])[CH2:14][CH2:15][CH:16]2[C:17](=[O:18])[O:19][CH3:20])[cH:9][cH:10]1.[Na+:2].[OH-:1].[OH2:22]>>[CH3:3][O:4][c:5]1[cH:6][cH:7][c:8]([CH2:11][N:12]2[C:13](=[O:21])[CH2:14][CH2:15][CH:16]2[C:17](=[O:18])[OH:19])[cH:9][cH:10]1.